From a dataset of the Open Reaction Database (ORD), a public repository of structured organic reaction records. describe an organic reaction: reactants, conditions, products, and yield Reactants: COC(=O)C1=C(S(=O)(=O)N=C=O)CCC1, COc1nc(N)nc(OC)n1, CC#N. Yields the product COC(=O)C1=C(S(=O)(=O)NC(=O)Nc2nc(OC)nc(OC)n2)CCC1. As a reaction SMILES: [C:1](=[O:2])([O:3][CH3:4])[C:5]1=[C:6]([S:10](=[O:11])(=[O:12])[N:13]=[C:14]=[O:15])[CH2:7][CH2:8][CH2:9]1.[CH3:16][O:17][c:18]1[n:19][c:20]([NH2:26])[n:21][c:22]([O:24][CH3:25])[n:23]1.[CH3:27][C:28]#[N:29]>>[C:1](=[O:2])([O:3][CH3:4])[C:5]1=[C:6]([S:10](=[O:11])(=[O:12])[NH:13][C:14](=[O:15])[NH:26][c:20]2[n:19][c:18]([O:17][CH3:16])[n:23][c:22]([O:24][CH3:25])[n:21]2)[CH2:7][CH2:8][CH2:9]1. Reactants: N1C=CC2=CC(=CC=C12)C(=O)O (indole-5-carboxylic acid), CS(=O)(=O)NC1=CC=C(C=C1)CCN1CCNCC1 (1-[2-(4-methanesulfonamidophenyl)ethyl]piperazine). As a reaction SMILES: [NH:1]1[C:9]2[C:4](=[CH:5][C:6]([C:10]([OH:12])=O)=[CH:7][CH:8]=2)[CH:3]=[CH:2]1.[CH3:13][S:14]([NH:17][C:18]1[CH:23]=[CH:22][C:21]([CH2:24][CH2:25][N:26]2[CH2:31][CH2:30][NH:29][CH2:28][CH2:27]2)=[CH:20][CH:19]=1)(=[O:16])=[O:15]>>[NH:1]1[C:9]2[C:4](=[CH:5][C:6]([C:10]([N:29]3[CH2:30][CH2:31][N:26]([CH2:25][CH2:24][C:21]4[CH:20]=[CH:19][C:18]([NH:17][S:14]([CH3:13])(=[O:15])=[O:16])=[CH:23][CH:22]=4)[CH2:27][CH2:28]3)=[O:12])=[CH:7][CH:8]=2)[CH:3]=[CH:2]1. Procedure: In the manner described in Example 24, indole-5-carboxylic acid (100 mg, 0.62 mmol) and 1-[2-(4-methanesulfonamidophenyl)ethyl]piperazine (180 mg, 0.64 mmol) gave, after purification by flash column chromatography on silica gel, eluting with CH2Cl2 /MeOH/NH3 ; 95:5:0.5 and trituration with hexane/EtOAc, the piperazine (68 mg, 26%), mp 94°-97° C. Elemental analysis for C22H26N4O3S.0.5H2O: Calculated: C, 60.66; H, 6.26; N, 12.86%. Found: C, 61.02; H, 6.19; N, 12.51%. Product: N1C=CC2=CC(=CC=C12)C(=O)N1CCN(CC1)CCC1=CC=C(C=C1)NS(=O)(=O)C (1-(Indole-5-carbonyl)-4-[2-(4-methanesulfonamidophenyl)ethyl]piperazine). Starting materials: ClC1=NC(=C(C(=N1)NC1CCC1)N)Cl (2,6-Dichloro-N4-cyclobutylpyrimidine-4,5-diamine), C(C)(=O)OC(OCC)OCC (diethoxymethyl acetate). Run in CCOC(=O)C (EtOAc). Run at temperature 80 celsius. Product: ClC1=NC(=C2N=CN(C2=N1)C1CCC1)Cl (2,6-dichloro-9-cyclobutyl-9H-purine). The yield is 53.0%. RXN SMILES: [Cl:1][C:2]1[N:7]=[C:6]([NH:8][CH:9]2[CH2:12][CH2:11][CH2:10]2)[C:5]([NH2:13])=[C:4]([Cl:14])[N:3]=1.[C:15](OC(OCC)OCC)(=O)C>CCOC(C)=O>[Cl:1][C:2]1[N:7]=[C:6]2[C:5]([N:13]=[CH:15][N:8]2[CH:9]2[CH2:10][CH2:11][CH2:12]2)=[C:4]([Cl:14])[N:3]=1. Procedure details: 2,6-Dichloro-N4-cyclobutylpyrimidine-4,5-diamine (crude, 5.65 mmol) in diethoxymethyl acetate (8 mL) was stirred and heated at 80° C. for 16 hr. The mixture was cooled to rt, diluted with EtOAc (80 mL) and washed with water (80 mL), sat. NaHCO3 (80 mL) and brine (80 mL). The organic layer was dried over Na2SO4 and concentrated. The crude product was purified via flash chromatography eluting with 20-50% EtOAc/heptanes to give the title compound as an off-white solid (727 mg, 53% yield). 1H NMR (4... Starting materials: OC=1C2=C(N=CN1)C(=CC=N2)C(=O)N (4-hydroxypyrido[3,2-d]pyrimidine-8-carboxamide), Cl.ClC1=C(C=C(C=C1)[C@@H](CN(C)C)N)F ((S)-1-(4-Chloro-3-fluoro-phenyl)-N2,N2-dimethyl-ethane-1,2-diamine hydrochloride). Yields the product ClC1=C(C=C(C=C1)[C@@H](CN(C)C)NC=1C2=C(N=CN1)C(=CC=N2)C(=O)N)F (4-[(S)-1-(4-Chloro-3-fluoro-phenyl)-2-dimethylamino-ethylamino]-pyrido[3,2-d]pyrimidine-8-carboxylic acid amide). RXN SMILES: O[C:2]1[C:3]2[N:11]=[CH:10][CH:9]=[C:8]([C:12]([NH2:14])=[O:13])[C:4]=2[N:5]=[CH:6][N:7]=1.Cl.[Cl:16][C:17]1[CH:22]=[CH:21][C:20]([C@H:23]([NH2:28])[CH2:24][N:25]([CH3:27])[CH3:26])=[CH:19][C:18]=1[F:29]>>[Cl:16][C:17]1[CH:22]=[CH:21][C:20]([C@H:23]([NH:28][C:2]2[C:3]3[N:11]=[CH:10][CH:9]=[C:8]([C:12]([NH2:14])=[O:13])[C:4]=3[N:5]=[CH:6][N:7]=2)[CH2:24][N:25]([CH3:27])[CH3:26])=[CH:19][C:18]=1[F:29] |f:1.2|. Procedure details: Compound 53 was prepared following general synthesis scheme 7 wherein 4-hydroxypyrido[3,2-d]pyrimidine-8-carboxamide (G) was reacted with (S)-1-(4-Chloro-3-fluoro-phenyl)-N2,N2-dimethyl-ethane-1,2-diamine hydrochloride to give the title compound as a white solid. LC/MS [390 (M+H)]; 1H NMR (400 MHz, Acetonitrile-d3) δ 10.34 (s, 1H), 8.96 (d, 1H), 8.49 (d, 2H), 8.35 (s, 1H), 7.46 (t, 1H), 7.35 (d, 1H), 7.28 (d, 1H), 6.62 (s, 1H), 5.26 (d, 1H), 2.93 (t, 1H), 2.60 (dd, 1H), 2.29 (s, 6H).